From a dataset of the Open Reaction Database (ORD), a public repository of structured organic reaction records. describe an organic reaction: reactants, conditions, products, and yield The reactants are S1C=C(C=C1)C(N)=S (3-thiophenecarbothioamide), CI (methyl iodide). Product: I.S1C=C(C=C1)C(=N)SC (3-Thiophenecarboximidothioic acid, methyl ester, hydroiodide). RXN SMILES: [S:1]1[CH:5]=[CH:4][C:3]([C:6](=[S:8])[NH2:7])=[CH:2]1.[CH3:9][I:10]>>[IH:10].[S:1]1[CH:5]=[CH:4][C:3]([C:6]([S:8][CH3:9])=[NH:7])=[CH:2]1 |f:2.3|. Reported procedure: The title compound was prepared from 3-thiophenecarbothioamide and methyl iodide by a procedure analogous to that described in Example 1(d) of WO 95/05363. Starting materials: [Br-], O=C(n1ccnc1)n1ccnc1, C1CCOC1, CCOC(=O)CC(=O)O, CC(C)[Mg+], [Na+], O=C([O-])O, O=C(O)c1ccccn1, O=C(c1ccccn1)n1ccnc1. The product is CCOC(=O)CC(=O)c1ccccn1. As a reaction SMILES: [Br-:1].[C:37]([n:38]1[cH:39][cH:40][n:41][cH:42]1)([n:43]1[cH:44][cH:45][n:46][cH:47]1)=[O:48].[CH2:54]1[O:55][CH2:56][CH2:57][CH2:58]1.[CH2:6]([CH3:7])[O:8][C:9]([CH2:10][C:11](=[O:12])[OH:13])=[O:14].[CH:2]([Mg+:3])([CH3:4])[CH3:5].[Na+:53].[O-:49][C:50]([OH:51])=[O:52].[OH:28][C:29]([c:30]1[n:31][cH:32][cH:33][cH:34][cH:35]1)=[O:36].[n:15]1([C:16](=[O:17])[c:22]2[n:23][cH:24][cH:25][cH:26][cH:27]2)[cH:18][cH:19][n:20][cH:21]1>>[CH2:6]([CH3:7])[O:8][C:9]([CH2:10][C:11](=[O:13])[c:22]1[n:23][cH:24][cH:25][cH:26][cH:27]1)=[O:14]. Reactants: N#CN (cyanamide), N(=C=S)C1=CC=C(C=C1)N1CCN(CC1)CC1CC1 (1-(4-isothiocyanatophenyl)-4-cyclopropylmethylpiperazine), BrCC(=O)C1=CC(=CC=C1)O (2-bromo-1-(3-hydroxyphenyl)ethanone). Yields the product NC=1N=C(SC1C(=O)C1=CC(=CC=C1)O)NC1=CC=C(C=C1)N1CCN(CC1)C ({4-Amino-2-[4-(4-methyl-piperazin-1-yl)-phenylamino]-thiazol-5-yl}-(3-hydroxy-phenyl)-methanone). RXN SMILES: [N:1]#[C:2][NH2:3].[N:4]([C:7]1[CH:12]=[CH:11][C:10]([N:13]2[CH2:18][CH2:17][N:16]([CH2:19]C3CC3)[CH2:15][CH2:14]2)=[CH:9][CH:8]=1)=[C:5]=[S:6].Br[CH2:24][C:25]([C:27]1[CH:32]=[CH:31][CH:30]=[C:29]([OH:33])[CH:28]=1)=[O:26]>>[NH2:1][C:2]1[N:3]=[C:5]([NH:4][C:7]2[CH:8]=[CH:9][C:10]([N:13]3[CH2:14][CH2:15][N:16]([CH3:19])[CH2:17][CH2:18]3)=[CH:11][CH:12]=2)[S:6][C:24]=1[C:25]([C:27]1[CH:32]=[CH:31][CH:30]=[C:29]([OH:33])[CH:28]=1)=[O:26]. Procedure: This compound was prepared from cyanamide, 1-(4-isothiocyanatophenyl)-4-cyclopropylmethylpiperazine (of Example 1) and 2-bromo-1-(3-hydroxyphenyl)ethanone (of Example 14N) following the procedure used in Example 24. Mass spectrum (ES) MH+=410.